From a dataset of the Open Reaction Database (ORD), a public repository of structured organic reaction records. describe an organic reaction: reactants, conditions, products, and yield Reactants: C(C1=CC=CC=C1)N(CCC1=C(NC2=CC=C(C=C12)N)C1=CC(=CC(=C1)C)C)CCCCC=1C=NC=CC1 (3-{2-[benzyl-(4-pyridin-3-yl-butyl)amino]ethyl}-2-(3,5-dimethylphenyl)-1H-indol-5-ylamine), ClC(Cl)(OC(OC(Cl)(Cl)Cl)=O)Cl (triphosgene). Solvent: N1=CC=CC=C1 (pyridine). Run at time 50 minute. Yields the product C(C1=CC=CC=C1)N(CCCCC=1C=NC=CC1)CCC1=C(NC2=CC=C(C=C12)N=C=O)C1=CC(=CC(=C1)C)C (Benzyl-{2-[2-(3,5-dimethylphenyl)-5-isocvanato-1H-indol-3-yl]ethyl}-(4-pyridin-3-yl-butyl)amine). Isolated yield 253.2%. As a reaction SMILES: [CH2:1]([N:8]([CH2:29][CH2:30][CH2:31][CH2:32][C:33]1[CH:34]=[N:35][CH:36]=[CH:37][CH:38]=1)[CH2:9][CH2:10][C:11]1[C:19]2[C:14](=[CH:15][CH:16]=[C:17]([NH2:20])[CH:18]=2)[NH:13][C:12]=1[C:21]1[CH:26]=[C:25]([CH3:27])[CH:24]=[C:23]([CH3:28])[CH:22]=1)[C:2]1[CH:7]=[CH:6][CH:5]=[CH:4][CH:3]=1.Cl[C:40](Cl)([O:42]C(=O)OC(Cl)(Cl)Cl)Cl>N1C=CC=CC=1>[CH2:1]([N:8]([CH2:9][CH2:10][C:11]1[C:19]2[C:14](=[CH:15][CH:16]=[C:17]([N:20]=[C:40]=[O:42])[CH:18]=2)[NH:13][C:12]=1[C:21]1[CH:22]=[C:23]([CH3:28])[CH:24]=[C:25]([CH3:27])[CH:26]=1)[CH2:29][CH2:30][CH2:31][CH2:32][C:33]1[CH:34]=[N:35][CH:36]=[CH:37][CH:38]=1)[C:2]1[CH:3]=[CH:4][CH:5]=[CH:6][CH:7]=1. Procedure details: To a solution of 3-{2-[benzyl-(4-pyridin-3-yl-butyl)amino]ethyl}-2-(3,5-dimethylphenyl)-1H-indol-5-ylamine (120 mg in 8 mL dry methylene chloride) at 0° C. was added 26.6 mg triphosgene followed by 0.050 mL pyridine and the mixture stirred at low temperature. After 50 minutes, the mixture was concentrated in vacuo to give the crude title compound (120 mg).